Dataset: the Open Reaction Database (ORD), a public repository of structured organic reaction records. Task: describe an organic reaction: reactants, conditions, products, and yield The reactants are Br, [Cu]Br, O=N[O-], CCCc1cc(C(O)(C(F)(F)F)C(F)(F)F)ccc1N, [Na+], C1COCCO1, O. Product: CCCc1cc(C(O)(C(F)(F)F)C(F)(F)F)ccc1Br. RXN SMILES: [BrH:21].[Cu:33][Br:34].[N:22]([O-:23])=[O:24].[NH2:1][c:2]1[c:3]([CH2:18][CH2:19][CH3:20])[cH:4][c:5]([C:8]([C:9]([F:10])([F:11])[F:12])([C:13]([F:14])([F:15])[F:16])[OH:17])[cH:6][cH:7]1.[Na+:25].[O:26]1[CH2:27][CH2:28][O:29][CH2:30][CH2:31]1.[OH2:32]>>[c:2]1([Br:21])[c:3]([CH2:18][CH2:19][CH3:20])[cH:4][c:5]([C:8]([C:9]([F:10])([F:11])[F:12])([C:13]([F:14])([F:15])[F:16])[OH:17])[cH:6][cH:7]1.